describe an organic reaction: reactants, conditions, products, and yield From a dataset of the Open Reaction Database (ORD), a public repository of structured organic reaction records. The reactants are ClC=1C(=NC(=NC1)N[C@H]1C[C@H](CCC1)C(=O)N)SC (Rac-Cis-3-(5-chloro-4-(methylthio)pyrimidin-2-ylamino)cyclohexane carboxamide), C(C)#N (acetonitrile), C1=CC(=CC(=C1)Cl)C(=O)OO (m-CPBA), CO.C(Cl)(Cl)Cl (methanol chloroform). Run in ClCCl (dichloromethane). Conditions: time 1 hour. Yields the product ClC=1C(=NC(=NC1)N[C@H]1C[C@H](CCC1)C(=O)N)S(=O)C (Rac-Cis-3-(5-chloro-4-(methylsulfinyl)pyrimidin-2-ylamino)cyclohexane carboxamide). As a reaction SMILES: [Cl:1][C:2]1[C:3]([S:18][CH3:19])=[N:4][C:5]([NH:8][C@@H:9]2[CH2:14][CH2:13][CH2:12][C@H:11]([C:15]([NH2:17])=[O:16])[CH2:10]2)=[N:6][CH:7]=1.C(#N)C.C1C=C(Cl)C=C(C(OO)=[O:31])C=1.CO.C(Cl)(Cl)Cl>ClCCl>[Cl:1][C:2]1[C:3]([S:18]([CH3:19])=[O:31])=[N:4][C:5]([NH:8][C@@H:9]2[CH2:14][CH2:13][CH2:12][C@H:11]([C:15]([NH2:17])=[O:16])[CH2:10]2)=[N:6][CH:7]=1 |f:3.4|. Reported procedure: To a stirred solution of Intermediate 2 (1.9 g, 6.33 mmol) in dichloromethane:acetonitrile (700 mL), m-CPBA (1.19 g, 6.96 mmol) was added and stirred at rt for 1 h. TLC showed completion of starting material and formation of a polar spot (TLC System: 10% methanol/chloroform, (Rf): 0.4). The reaction mixture was concentrated, diluted with dichloromethane (30 ml), and washed with saturated sodium bicarbonate solution (20 mL) and water (15 mL). The organic layer was dried over sodium sulfate and co... The reactants are CC1=CC=C2C(=N1)OC1=C2C=CC=C1B1OC(C(O1)(C)C)(C)C (2-methyl-8-(4,4,5,5-tetramethyl-1,3,2-dioxaborolan-2-yl)benzofuro[2,3-b]pyridine), ClC1=NC=CC(=C1)C1=CC=C(C=C1)C1CCCC1 (2-chloro-4-(4-cyclopentylphenyl)pyridine), C1(CCCCC1)P(C1=C(C=CC=C1)C1=C(C=CC=C1OC)OC)C1CCCCC1 (dicyclohexyl(2′,6′-dimethoxy-[1,1′-biphenyl]-2-yl)phosphine), P(=O)([O-])([O-])[O-].[K+].[K+].[K+] (potassium phosphate). Reagents/catalysts: C=1C=CC(=CC1)/C=C/C(=O)/C=C/C2=CC=CC=C2.C=1C=CC(=CC1)/C=C/C(=O)/C=C/C2=CC=CC=C2.C=1C=CC(=CC1)/C=C/C(=O)/C=C/C2=CC=CC=C2.[Pd].[Pd] (Pd2(dba)3). Solvent: O (water), COCCOC (DME). Yields the product C1(CCCC1)C1=CC=C(C=C1)C1=CC(=NC=C1)C1=CC=CC2=C1OC1=NC(=CC=C12)C (8-(4-(4-cyclopentylphenyl)pyridine-2-yl)-2-methylbenzofuro[2,3-b]pyridine). The yield is 73.3%. As a reaction SMILES: [CH3:1][C:2]1[N:7]=[C:6]2[O:8][C:9]3[C:14](B4OC(C)(C)C(C)(C)O4)=[CH:13][CH:12]=[CH:11][C:10]=3[C:5]2=[CH:4][CH:3]=1.Cl[C:25]1[CH:30]=[C:29]([C:31]2[CH:36]=[CH:35][C:34]([CH:37]3[CH2:41][CH2:40][CH2:39][CH2:38]3)=[CH:33][CH:32]=2)[CH:28]=[CH:27][N:26]=1.C1(P(C2CCCCC2)C2C=CC=CC=2C2C(OC)=CC=CC=2OC)CCCCC1.P([O-])([O-])([O-])=O.[K+].[K+].[K+]>C1C=CC(/C=C/C(/C=C/C2C=CC=CC=2)=O)=CC=1.C1C=CC(/C=C/C(/C=C/C2C=CC=CC=2)=O)=CC=1.C1C=CC(/C=C/C(/C=C/C2C=CC=CC=2)=O)=CC=1.[Pd].[Pd].O.COCCOC>[CH:37]1([C:34]2[CH:35]=[CH:36][C:31]([C:29]3[CH:30]=[CH:25][N:26]=[C:27]([C:14]4[C:9]5[O:8][C:6]6[C:5]([C:10]=5[CH:11]=[CH:12][CH:13]=4)=[CH:4][CH:3]=[C:2]([CH3:1])[N:7]=6)[CH:28]=3)=[CH:32][CH:33]=2)[CH2:38][CH2:39][CH2:40][CH2:41]1 |f:3.4.5.6,7.8.9.10.11|. Procedure: A mixture of 2-methyl-8-(4,4,5,5-tetramethyl-1,3,2-dioxaborolan-2-yl)benzofuro[2,3-b]pyridine (2.5 g, 8.09 mmol), 2-chloro-4-(4-cyclopentylphenyl)pyridine (2.29 g, 8.89 mmol), Pd2(dba)3 (0.148 g 0.162 mmol), dicyclohexyl(2′,6′-dimethoxy-[1,1′-biphenyl]-2-yl)phosphine (0.266 g, 0.647 mmol), potassium phosphate (6.01 g, 28.3 mmol), DME (70 mL) and water (7 mL) was degassed with nitrogen and then refluxed overnight. The mixture was concentrated and extracted with ethyl acetate. The ethyl acetate la... Reactants: [BH4-], CC1(C)CC(=O)c2cc(OCc3ccccc3)ccc2O1, CO, CCO, [Na+]. The product is CC1(C)CC(O)c2cc(OCc3ccccc3)ccc2O1. RXN SMILES: [BH4-:22].[CH2:1]([c:2]1[cH:3][cH:4][cH:5][cH:6][cH:7]1)[O:8][c:9]1[cH:10][c:11]2[c:16]([cH:17][cH:18]1)[O:15][C:14]([CH3:19])([CH3:20])[CH2:13][C:12]2=[O:21].[CH3:24][OH:25].[CH3:26][CH2:27][OH:28].[Na+:23]>>[CH2:1]([c:2]1[cH:3][cH:4][cH:5][cH:6][cH:7]1)[O:8][c:9]1[cH:10][c:11]2[c:16]([cH:17][cH:18]1)[O:15][C:14]([CH3:19])([CH3:20])[CH2:13][CH:12]2[OH:21]. Starting materials: Oc1ccc(Br)cc1, CC(O)CNC(=O)OC(C)(C)C, Cc1ccccc1, CC(C)(C)OC(=O)N=NC(=O)OC(C)(C)C, c1ccc(P(c2ccccc2)c2ccccc2)cc1. Yields the product CC(CNC(=O)OC(C)(C)C)Oc1ccc(Br)cc1. RXN SMILES: [Br:1][c:2]1[cH:3][cH:4][c:5]([OH:8])[cH:6][cH:7]1.[C:9]([CH3:10])([CH3:11])([CH3:12])[O:13][C:14]([NH:15][CH2:16][CH:17]([CH3:18])[OH:19])=[O:20].[CH3:56][c:57]1[cH:58][cH:59][cH:60][cH:61][cH:62]1.[N:40]([C:41]([O:42][C:43]([CH3:44])([CH3:45])[CH3:46])=[O:47])=[N:48][C:49]([O:50][C:51]([CH3:52])([CH3:53])[CH3:54])=[O:55].[c:21]1([P:22]([c:23]2[cH:24][cH:25][cH:26][cH:27][cH:28]2)[c:29]2[cH:30][cH:31][cH:32][cH:33][cH:34]2)[cH:35][cH:36][cH:37][cH:38][cH:39]1>>[Br:1][c:2]1[cH:3][cH:4][c:5]([O:8][CH:17]([CH2:16][NH:15][C:14]([O:13][C:9]([CH3:10])([CH3:11])[CH3:12])=[O:20])[CH3:18])[cH:6][cH:7]1.